Dataset: the Open Reaction Database (ORD), a public repository of structured organic reaction records. Task: describe an organic reaction: reactants, conditions, products, and yield Reactants: C(C(O)C)(=O)[O-].[K+] (potassium lactate), 17, S(=O)(=O)([O-])[O-].[Al+3].S(=O)(=O)([O-])[O-].S(=O)(=O)([O-])[O-].[Al+3] (aluminum sulfate), S(=O)(=O)([O-])[O-].[Zn+2] (zinc sulfate), C(C(O)C)(=O)[O-].[K+] (potassium lactate), O=C([C@H](O)[C@@H](O)[C@H](O)[C@H](O)CO)[O-].[K+] (potassium gluconate), 20. Reagents/catalysts: [O-2].[Fe+2] (iron oxide). Run in O (water), O (water), O (water). Reaction conditions: temperature 50 celsius, time 3 hour. The product is C(C(O)C)(=O)[O-].[Zn+2].C(C(O)C)(=O)[O-] (zinc lactate), O=C([C@H](O)[C@@H](O)[C@H](O)[C@H](O)CO)[O-].[Al+3].O=C([C@H](O)[C@@H](O)[C@H](O)[C@H](O)CO)[O-].O=C([C@H](O)[C@@H](O)[C@H](O)[C@H](O)CO)[O-] (aluminum gluconate). Reaction SMILES: [C:1]([O-:6])(=[O:5])[CH:2]([CH3:4])[OH:3].[K+].S([O-])([O-])(=O)=O.[Zn+2:13].[O:14]=[C:15]([O-:26])[C@@H:16]([C@H:18]([C@@H:20]([C@@H:22]([CH2:24][OH:25])[OH:23])[OH:21])[OH:19])[OH:17].[K+].S([O-])([O-])(=O)=O.[Al+3:33].S([O-])([O-])(=O)=O.S([O-])([O-])(=O)=O.[Al+3]>O.[O-2].[Fe+2]>[C:1]([O-:6])(=[O:5])[CH:2]([CH3:4])[OH:3].[Zn+2:13].[C:15]([O-:26])(=[O:14])[CH:16]([CH3:18])[OH:17].[O:14]=[C:15]([O-:26])[C@@H:16]([C@H:18]([C@@H:20]([C@@H:22]([CH2:24][OH:25])[OH:23])[OH:21])[OH:19])[OH:17].[Al+3:33].[O:14]=[C:15]([O-:26])[C@@H:16]([C@H:18]([C@@H:20]([C@@H:22]([CH2:24][OH:25])[OH:23])[OH:21])[OH:19])[OH:17].[O:14]=[C:15]([O-:26])[C@@H:16]([C@H:18]([C@@H:20]([C@@H:22]([CH2:24][OH:25])[OH:23])[OH:21])[OH:19])[OH:17] |f:0.1,2.3,4.5,6.7.8.9.10,12.13,14.15.16,17.18.19.20|. Reported procedure: One hundred grams of black iron oxide was added to 400 ml of water and mixed using a home type mixer until well dispersed. Two grams of potassium lactate having an HLB value of 17 was dissolved in 50 ml of water and heated at 50° C. then added to the above mixture and mixed for 10 minutes. While this was being stirred, 2 chemical equivalents of zinc sulfate aqueous solution, based on the potassium lactate, was added dropwise. Two grams of potassium gluconate having an HLB value of 20 was dissolv...